This data is from the Open Reaction Database (ORD), a public repository of structured organic reaction records. The task is: describe an organic reaction: reactants, conditions, products, and yield Reactants: N1(CCSCC1)C(=O)N1CC(CC(C1)C1=CC=C(C=C1)C(F)(F)F)C(=O)O (1-(Thiomorpholin-4-ylcarbonyl)-5-[4-(trifluoromethyl)phenyl]piperidine-3-carboxylic acid), ON=C(CCO)N (N′,3-dihydroxypropanimidamide). Yields the product OCCC1=NOC(=N1)C1CN(CC(C1)C1=CC=C(C=C1)C(F)(F)F)C(=O)N1CCSCC1 ({3-[3-(2-Hydroxyethyl)-1,2,4-oxadiazol-5-yl]-5-[4-(trifluoromethyl)phenyl]piperidin-1-yl}-(thiomorpholin-4-yl)methanone). As a reaction SMILES: [N:1]1([C:7]([N:9]2[CH2:14][CH:13]([C:15]3[CH:20]=[CH:19][C:18]([C:21]([F:24])([F:23])[F:22])=[CH:17][CH:16]=3)[CH2:12][CH:11]([C:25](O)=[O:26])[CH2:10]2)=[O:8])[CH2:6][CH2:5][S:4][CH2:3][CH2:2]1.O[N:29]=[C:30]([NH2:34])[CH2:31][CH2:32][OH:33]>>[OH:33][CH2:32][CH2:31][C:30]1[N:34]=[C:25]([CH:11]2[CH2:12][CH:13]([C:15]3[CH:20]=[CH:19][C:18]([C:21]([F:22])([F:23])[F:24])=[CH:17][CH:16]=3)[CH2:14][N:9]([C:7]([N:1]3[CH2:2][CH2:3][S:4][CH2:5][CH2:6]3)=[O:8])[CH2:10]2)[O:26][N:29]=1. Reported procedure: According to General Method 6A, 600 mg (1.491 mmol) of the compound from Example 16A and 201 mg (1.938 mmol) of N′,3-dihydroxypropanimidamide were reacted Yield: 494 mg (68% of theory) The reactants are COCCN(CC1CC1C)c1cc(C(=O)NNC(=O)OC(C)(C)C)cc(N(C)S(C)(=O)=O)n1, ClCCl, Cl. The product is COCCN(CC1CC1C)c1cc(C(=O)NN)cc(N(C)S(C)(=O)=O)n1, Cl. As a reaction SMILES: [CH3:2][O:3][CH2:4][CH2:5][N:6]([c:7]1[cH:8][c:9]([C:10](=[O:11])[NH:12][NH:13][C:14]([O:15][C:16]([CH3:17])([CH3:18])[CH3:19])=[O:20])[cH:21][c:22]([N:24]([S:25](=[O:26])(=[O:27])[CH3:28])[CH3:29])[n:23]1)[CH2:30][CH:31]1[CH:32]([CH3:34])[CH2:33]1.[Cl:35][CH2:36][Cl:37].[ClH:1]>>[CH3:2][O:3][CH2:4][CH2:5][N:6]([c:7]1[cH:8][c:9]([C:10](=[O:11])[NH:12][NH2:13])[cH:21][c:22]([N:24]([S:25](=[O:26])(=[O:27])[CH3:28])[CH3:29])[n:23]1)[CH2:30][CH:31]1[CH:32]([CH3:34])[CH2:33]1.[ClH:1]. The reactants are C[Si](C)(C)[N-][Si](C)(C)C.[Na+].C1CCOC1 (NaHMDS THF), C(C)(C)(C)OC(=O)N1C(CC(C1)=O)CCNC(=O)OCC1=CC=CC=C1 (2-(2-Benzyloxycarbonylamino-ethyl)-4-oxo-pyrrolidine-1-carboxylic acid tert-butyl ester), CC(C)(C)[Si](C)(C)Cl (TBSCl). Run in C1CCOC1 (THF), C1CCOC1 (THF). Run at temperature -78 celsius, time 45 minute. The product is C(C)(C)(C)OC(=O)N1C(C=C(C1)O[Si](C)(C)C(C)(C)C)CCNC(=O)OCC1=CC=CC=C1 (2-(2-Benzyloxycarbonylamino-ethyl)-4-(tert-butyl-dimethyl-silanyloxy)-2,5-dihydro-pyrrole-1-carboxylic acid tert-butyl ester). Yield: 83.9%. RXN SMILES: [C:1]([O:5][C:6]([N:8]1[CH2:12][C:11](=[O:13])[CH2:10][CH:9]1[CH2:14][CH2:15][NH:16][C:17]([O:19][CH2:20][C:21]1[CH:26]=[CH:25][CH:24]=[CH:23][CH:22]=1)=[O:18])=[O:7])([CH3:4])([CH3:3])[CH3:2].C[Si]([N-][Si](C)(C)C)(C)C.[Na+].C1COCC1.[CH3:42][C:43]([Si:46](Cl)([CH3:48])[CH3:47])([CH3:45])[CH3:44]>C1COCC1>[C:1]([O:5][C:6]([N:8]1[CH2:12][C:11]([O:13][Si:46]([C:43]([CH3:45])([CH3:44])[CH3:42])([CH3:48])[CH3:47])=[CH:10][CH:9]1[CH2:14][CH2:15][NH:16][C:17]([O:19][CH2:20][C:21]1[CH:22]=[CH:23][CH:24]=[CH:25][CH:26]=1)=[O:18])=[O:7])([CH3:4])([CH3:2])[CH3:3] |f:1.2.3|. Procedure details: To a pre-cooled (−78° C.) solution containing 6 (400 mg, 1.10 mmol) in THF (10 mL) was added 1M NaHMDS/THF (2.43 mL) in a dropwise fashion. After 45 min, a solution containing TBSCl (348 mg, 2.31 mmol) in THF (5 mL) was added to the heterogeneous reaction mixture. After 30 min, the homogeneous reaction mixture was quenched with saturated aqueous NH4Cl. The solution was diluted with EtOAc and the layers were separated. The organic phase was washed with brine then dried over anhydrous Na2SO4, filt... Starting materials: ClCC=1N=C(OC1C)C=1SC=CC1 (4-chloromethyl-5-methyl-2-(2-thienyl)oxazole), OC1=CC=C(CN2N=C(C(=C2)CCC(=O)OC)C2=CC=CC=C2)C=C1 (methyl 3-[1-(4-hydroxybenzyl)-3-phenyl-1H-pyrazol-4-yl]propionate), C([O-])([O-])=O.[K+].[K+] (potassium carbonate), CN(C=O)C (N,N-dimethylformamide). Run in O (water). Conditions: time 18 hour. Product: CC1=C(N=C(O1)C=1SC=CC1)COC1=CC=C(CN2N=C(C(=C2)CCC(=O)OC)C2=CC=CC=C2)C=C1 (methyl 3-[1-[4-[5-methyl-2-(2-thienyl)-4-oxazolylmethoxy]benzyl]-3-phenyl-1H-pyrazol-4-yl]propionate). Isolated yield 93.7%. Reaction SMILES: Cl[CH2:2][C:3]1[N:4]=[C:5]([C:9]2[S:10][CH:11]=[CH:12][CH:13]=2)[O:6][C:7]=1[CH3:8].[OH:14][C:15]1[CH:38]=[CH:37][C:18]([CH2:19][N:20]2[CH:24]=[C:23]([CH2:25][CH2:26][C:27]([O:29][CH3:30])=[O:28])[C:22]([C:31]3[CH:36]=[CH:35][CH:34]=[CH:33][CH:32]=3)=[N:21]2)=[CH:17][CH:16]=1.C(=O)([O-])[O-].[K+].[K+].CN(C)C=O>O>[CH3:8][C:7]1[O:6][C:5]([C:9]2[S:10][CH:11]=[CH:12][CH:13]=2)=[N:4][C:3]=1[CH2:2][O:14][C:15]1[CH:16]=[CH:17][C:18]([CH2:19][N:20]2[CH:24]=[C:23]([CH2:25][CH2:26][C:27]([O:29][CH3:30])=[O:28])[C:22]([C:31]3[CH:32]=[CH:33][CH:34]=[CH:35][CH:36]=3)=[N:21]2)=[CH:37][CH:38]=1 |f:2.3.4|. Procedure: A mixture of 4-chloromethyl-5-methyl-2-(2-thienyl)oxazole (338 mg), methyl 3-[1-(4-hydroxybenzyl)-3-phenyl-1H-pyrazol-4-yl]propionate (500 mg), potassium carbonate (397 mg) and N,N-dimethylformamide (7 ml) was stirred at room temperature for 18 hours. The reaction mixture was poured into water, which was extracted with ethyl acetate. The ethyl acetate layer was washed with saturated aqueous sodium chloride solution, dried (MgSO4), then concentrated. The residue was subjected to silica gel column... Reactants: O=C(Cl)OCc1ccccc1, CC1(C)NCC(=O)N1Cc1ccccc1, CCOCC, CN(C)c1ccncc1, ClCCl, [K+], O=S(=O)([O-])O. Yields the product CC1(C)N(Cc2ccccc2)C(=O)CN1C(=O)OCc1ccccc1. Reaction SMILES: [CH2:16]([c:17]1[cH:18][cH:19][cH:20][cH:21][cH:22]1)[O:23][C:24](=[O:25])[Cl:26].[CH2:1]([c:2]1[cH:3][cH:4][cH:5][cH:6][cH:7]1)[N:8]1[C:9]([CH3:14])([CH3:15])[NH:10][CH2:11][C:12]1=[O:13].[CH3:33][CH2:34][O:35][CH2:36][CH3:37].[CH3:41][N:42]([CH3:43])[c:44]1[cH:45][cH:46][n:47][cH:48][cH:49]1.[Cl:38][CH2:39][Cl:40].[K+:32].[S:27](=[O:28])(=[O:29])([OH:30])[O-:31]>>[CH2:1]([c:2]1[cH:3][cH:4][cH:5][cH:6][cH:7]1)[N:8]1[C:9]([CH3:14])([CH3:15])[N:10]([C:24]([O:23][CH2:16][c:17]2[cH:18][cH:19][cH:20][cH:21][cH:22]2)=[O:25])[CH2:11][C:12]1=[O:13]. Reactants: CCOC(C)=O, O=C(Cl)c1ccc(F)cc1, CCCCn1c(C)c(C)cc(N)c1=O, C1CCOC1, c1ccncc1. Yields the product CCCCn1c(C)c(C)cc(NC(=O)c2ccc(F)cc2)c1=O. Reaction SMILES: [CH3:36][CH2:37][O:38][C:39](=[O:40])[CH3:41].[F:15][c:16]1[cH:17][cH:18][c:19]([C:20](=[O:21])[Cl:22])[cH:23][cH:24]1.[NH2:1][c:2]1[c:3](=[O:14])[n:4]([CH2:10][CH2:11][CH2:12][CH3:13])[c:5]([CH3:9])[c:6]([CH3:8])[cH:7]1.[O:31]1[CH2:32][CH2:33][CH2:34][CH2:35]1.[cH:25]1[cH:26][cH:27][n:28][cH:29][cH:30]1>>[NH:1]([c:2]1[c:3](=[O:14])[n:4]([CH2:10][CH2:11][CH2:12][CH3:13])[c:5]([CH3:9])[c:6]([CH3:8])[cH:7]1)[C:20]([c:19]1[cH:18][cH:17][c:16]([F:15])[cH:24][cH:23]1)=[O:21]. Reactants: FC1=CC=C(CN2C=CC=3C=NC(=CC32)C(=O)OCC)C=C1 (ethyl 1-(4-fluorobenzyl)-1H-pyrrolo[3,2-c]pyridine-6-carboxylate), [Cl-].[Al+3].[Cl-].[Cl-] (aluminum chloride), FC1=CC=C(C(=O)Br)C=C1 (4-fluorobenzoyl bromide). Run in ClCCl (dichloromethane). Conditions: time 3 day. Product: FC1=CC=C(C(=O)C2=CN(C3=C2C=NC(=C3)C(=O)OCC)CC3=CC=C(C=C3)F)C=C1 (Ethyl 3-(4-fluorobenzoyl)-1-(4-fluorobenzyl)-1H-pyrrolo[3,2-c]pyridine-6-carboxylate). The yield is 39.1%. Reaction SMILES: [F:1][C:2]1[CH:22]=[CH:21][C:5]([CH2:6][N:7]2[C:15]3[CH:14]=[C:13]([C:16]([O:18][CH2:19][CH3:20])=[O:17])[N:12]=[CH:11][C:10]=3[CH:9]=[CH:8]2)=[CH:4][CH:3]=1.[Cl-].[Al+3].[Cl-].[Cl-].[F:27][C:28]1[CH:36]=[CH:35][C:31]([C:32](Br)=[O:33])=[CH:30][CH:29]=1>ClCCl>[F:27][C:28]1[CH:36]=[CH:35][C:31]([C:32]([C:9]2[C:10]3[CH:11]=[N:12][C:13]([C:16]([O:18][CH2:19][CH3:20])=[O:17])=[CH:14][C:15]=3[N:7]([CH2:6][C:5]3[CH:4]=[CH:3][C:2]([F:1])=[CH:22][CH:21]=3)[CH:8]=2)=[O:33])=[CH:30][CH:29]=1 |f:1.2.3.4|. Procedure details: To a stirred solution of ethyl 1-(4-fluorobenzyl)-1H-pyrrolo[3,2-c]pyridine-6-carboxylate (4.0 g, 13.4 mmol) in dichloromethane (60 mL) were added aluminum chloride (3.6 g, 26.8 mmol) and 4-fluorobenzoyl bromide (3.2 mL, 26.8 mmol). The resulting mixture was stirred for three days at ambient temperature. It was quenched with ice-water (100 mL), and extracted with dichloromethane (3×100 mL). The combined organic extracts were washed with water (2×100 mL), dried over sodium sulfate, concentrated i... Starting materials: CC(=O)O, C=O, C1COCCN1, C1COCCO1, CC(=O)Oc1ccc2cc[nH]c2c1. Yields the product CC(=O)Oc1ccc2c(CN3CCOCC3)c[nH]c2c1. RXN SMILES: [C:22]([OH:23])(=[O:24])[CH3:25].[CH2:14]=[O:15].[CH2:16]1[CH2:17][O:18][CH2:19][CH2:20][NH:21]1.[O:26]1[CH2:27][CH2:28][O:29][CH2:30][CH2:31]1.[nH:1]1[cH:2][cH:3][c:4]2[cH:5][cH:6][c:7]([O:10][C:11]([CH3:12])=[O:13])[cH:8][c:9]12>>[nH:1]1[cH:2][c:3]([CH2:14][N:21]2[CH2:16][CH2:17][O:18][CH2:19][CH2:20]2)[c:4]2[cH:5][cH:6][c:7]([O:10][C:11]([CH3:12])=[O:13])[cH:8][c:9]12. The reactants are C(C)(C)(C)OO (t-Butylhydroperoxide), C([C@H]([C@@H]1C(=C(C(=O)O1)O)O)O)O (Erythorbic acid), C(CN(CC(=O)[O-])CC(=O)[O-])N(CC(=O)[O-])CC(=O)[O-].[Na+].[Na+].[Na+].[Na+] (Versene 220), CC(C)(C)CC(C)(C)C1=CC=C(C=C1)OCCOCCO (Igepal CA-887), S(O)(O)(=O)=O (sulfuric acid), CCNC1=C(C=C2C(=C1)OC3=CC(=[NH+]CC)C(=CC3=C2C4=CC=CC=C4C(=O)OCC)C)C.[Cl-] (Rhodamine F5G), Rhodamine F3B, Mixture 2, C(CN(CC(=O)[O-])CC(=O)[O-])N(CC(=O)[O-])CC(=O)[O-].[Na+].[Na+].[Na+].[Na+] (Versene 220), S(O)(O)(=O)=O (sulfuric acid). Reagents/catalysts: O.O.O.O.O.O.O.S(=O)(=O)([O-])[O-].[Fe+2] (iron sulfate-heptahydrate), O.O.O.O.O.O.O.S(=O)(=O)([O-])[O-].[Fe+2] (iron sulfate-heptahydrate), O.O.O.O.O.O.O.S(=O)(=O)([O-])[O-].[Fe+2] (iron sulfate-heptahydrate). Solvent: O (water), O (water). Run at temperature 60 celsius. The product is S(=O)(=O)([O-])OOS(=O)(=O)[O-].[NH4+].[NH4+] (Ammonium Persulfate), C([C@H]([C@@H]1C(=C(C(=O)O1)O)O)O)O (Erythorbic acid). RXN SMILES: C(N(CC([O-])=O)CC([O-])=O)C[N:3](CC([O-])=O)CC([O-])=O.[Na+].[Na+].[Na+].[Na+].[S:25](=[O:29])(=[O:28])([OH:27])O.CC(CC(C1C=CC(OCCOCCO)=CC=1)(C)C)(C)C.CC[NH:53]C1C=C2OC3C(=C(C4C(C(OCC)=O)=CC=CC=4)C2=CC=1C)C=C(C)C(=[NH+]CC)C=3.[Cl-].C([O:89][OH:90])(C)(C)C.[CH2:91]([OH:102])[C@@H:92]([OH:101])[C@H:93]1[O:98][C:96](=[O:97])[C:95]([OH:99])=[C:94]1[OH:100]>O.O.O.O.O.O.O.S([O-])([O-])(=O)=O.[Fe+2].O>[S:25]([O:89][O:90][S:25]([O-:29])(=[O:28])=[O:27])([O-:27])(=[O:29])=[O:28].[NH4+:3].[NH4+:53].[CH2:91]([OH:102])[C@@H:92]([OH:101])[C@H:93]1[O:98][C:96](=[O:97])[C:95]([OH:99])=[C:94]1[OH:100] |f:0.1.2.3.4,7.8,11.12.13.14.15.16.17.18.19,21.22.23|. Procedure details: The following materials were added to a 500 ml. reaction flask: 40.7 g D.I. water, 0.1 g Versene 220, 0.01 g 93% sulfuric acid and 0.04 g iron sulfate-heptahydrate (Mixture 1). The flask was equipped with a reaction flask head, reflux condenser and agitator. Then a second mixture of 80 g D.I. water, 0.6 g Versene 220, 5.17 g of 58% NaAMPS, 5.1 g Sipex EST-30, 5.4 g Igepal CA-887, 0.15 g 93% sulfuric acid, 1.5 g Potomac Yellow Dye, 0.44 g Rhodamine F5G, and 0.22 g Rhodamine F3B were added to a se... Procedure details: To a stirred vessel containing 2-bromoaniline (10.3 g, 59.9 mmol) was added concentrated hydrochloric acid (15 mL) dropwise while maintaining the mixture temperature <5° C. To the cold suspension was added dropwise a solution of sodium nitrite (4.13 g, 59.9 mmol) in water (12.5 mL). The mixture was stirred and cooled for 15 minutes. A solution of sodium acetate (14.74 g, 180.0 mmol) in water (60 mL) was added dropwise to the reaction mixture. The resulting diazonium salt solution (cloudy yellow ... Starting materials: BrC1=C(N)C=CC=C1 (2-bromoaniline), N(=O)[O-].[Na+] (sodium nitrite), diazonium salt, diazonium salt, C(C)(=O)[O-].[Na+] (sodium acetate), C(#N)CC(=O)N (2-cyanoacetamide), Cl (hydrochloric acid), C(C)(=O)[O-].[Na+] (sodium acetate), diazonium salt. Reaction SMILES: [Br:1][C:2]1[CH:8]=[CH:7][CH:6]=[CH:5][C:3]=1[NH2:4].Cl.[N:10]([O-])=O.[Na+].C([O-])(=O)C.[Na+].[C:19]([CH2:21][C:22]([NH2:24])=[O:23])#[N:20]>O.CCO>[NH2:24][C:22](=[O:23])/[C:21](/[C:19]#[N:20])=[N:10]/[NH:4][C:3]1[CH:5]=[CH:6][CH:7]=[CH:8][C:2]=1[Br:1] |f:2.3,4.5|. Yield: 50.0%. The product is NC(\C(=N\NC1=C(C=CC=C1)Br)\C#N)=O ((E)-2-amino-N′-(2-bromophenyl)-2-oxoacetohydrazonoyl cyanide). Solvent: O (water), O (water), O (water), CCO (EtOH), O (water).